This data is from the Open Reaction Database (ORD), a public repository of structured organic reaction records. The task is: describe an organic reaction: reactants, conditions, products, and yield The reactants are C(C)(C)(C)OC(=O)C=1C(=NC2=CC=C(C=C2C1C1=CC(=CC=C1)Cl)Cl)N(CC)CC (6-chloro-4-(3-chloro-phenyl)-2-diethylamino-quinoline-3-carboxylic acid tert-butyl ester). Solvent: Cl (HCl), O1CCOCC1 (dioxane). Conditions: time 4 hour. The product is ClC=1C=C2C(=C(C(=NC2=CC1)N(CC)CC)C(=O)O)C1=CC(=CC=C1)Cl (6-chloro-4-(3-chloro-phenyl)-2-diethylamino-quinoline-3-carboxylic acid). The yield is 88.9%. As a reaction SMILES: C([O:5][C:6]([C:8]1[C:9]([N:26]([CH2:29][CH3:30])[CH2:27][CH3:28])=[N:10][C:11]2[C:16]([C:17]=1[C:18]1[CH:23]=[CH:22][CH:21]=[C:20]([Cl:24])[CH:19]=1)=[CH:15][C:14]([Cl:25])=[CH:13][CH:12]=2)=[O:7])(C)(C)C>Cl.O1CCOCC1>[Cl:25][C:14]1[CH:15]=[C:16]2[C:11](=[CH:12][CH:13]=1)[N:10]=[C:9]([N:26]([CH2:27][CH3:28])[CH2:29][CH3:30])[C:8]([C:6]([OH:7])=[O:5])=[C:17]2[C:18]1[CH:23]=[CH:22][CH:21]=[C:20]([Cl:24])[CH:19]=1. Reported procedure: A solution of 6-chloro-4-(3-chloro-phenyl)-2-diethylamino-quinoline-3-carboxylic acid tert-butyl ester (60 mg, 0.13 mmol) in 3 ml of 4M HCl solution in dioxane was heated to reflux and stirred for 4 h. The reaction mixture was cooled to room temperature and concentrated in vacuo. The crude residue was diluted with ethyl acetate (25 ml) and washed with brine (5 ml). The organic layer was dried over anhydrous sodium sulphate and concentrated in vacuo to yield 6-chloro-4-(3-chloro-phenyl)-2-diethyl... Starting materials: Cl (HCl), BrCC(=O)OCC (Ethyl bromoacetate), C([O-])([O-])=O.[K+].[K+] (potassium carbonate), C(C1=CC=CC=C1)OC=1C(=CC2=CC=C(C=C2C1)OCC1=CC=CC=C1)N (3,6-Bis-benzyloxynaphthalen-2-ylamine). Run in CN(C)C=O (DMF). Reaction conditions: temperature 60 celsius. Product: C(C)OC(CNC1=CC2=CC=C(C=C2C=C1OCC1=CC=CC=C1)OCC1=CC=CC=C1)=O ((3,6-bis-benzyloxynaphthalen-2-ylamino)-acetic acid ethyl ester). RXN SMILES: [CH2:1]([O:8][C:9]1[C:10]([NH2:27])=[CH:11][C:12]2[C:17]([CH:18]=1)=[CH:16][C:15]([O:19][CH2:20][C:21]1[CH:26]=[CH:25][CH:24]=[CH:23][CH:22]=1)=[CH:14][CH:13]=2)[C:2]1[CH:7]=[CH:6][CH:5]=[CH:4][CH:3]=1.Br[CH2:29][C:30]([O:32][CH2:33][CH3:34])=[O:31].C(=O)([O-])[O-].[K+].[K+].Cl>CN(C=O)C>[CH2:33]([O:32][C:30](=[O:31])[CH2:29][NH:27][C:10]1[C:9]([O:8][CH2:1][C:2]2[CH:3]=[CH:4][CH:5]=[CH:6][CH:7]=2)=[CH:18][C:17]2[C:12](=[CH:13][CH:14]=[C:15]([O:19][CH2:20][C:21]3[CH:26]=[CH:25][CH:24]=[CH:23][CH:22]=3)[CH:16]=2)[CH:11]=1)[CH3:34] |f:2.3.4|. Procedure: 3,6-Bis-benzyloxynaphthalen-2-ylamine (0.332 g, 0.934 mmol) is dissolved in DMF (5 mL). Ethyl bromoacetate (0.114 mL, 1.03 mmol) and potassium carbonate (0.194 g, 1.40 mmol) are added. The reaction is heated to 60° C. for 3 h and then poured into 1 N HCl and extracted with EtOAc. The combined organic layers are washed with brine, dried and evaporated to a red foam, which is purified over silica, eluting with 8:1 hexanes/MTBE, to afford (3,6-bis-benzyloxynaphthalen-2-ylamino)-acetic acid ethyl es... Procedure details: A solution of 3-aminobenzoic acid (0.46 g, 3.4 mmol) in dimethylformamide (20 mL) at 0° C. was treated with 4-isopropylphenyl isocyanate (0.59 mL, 3.7 mmol). After stirring for 20 h, the solution was poured into 200 mL water, and the resulting precipitate was collected by filtration, washed with water and tetrahydrofuran, and dried under vacuum to afford the title product (0.85 g, 2.9 mmol, 85%) as a powder (m.p. 295-300° C.). TLC Rf 0.20 (ethyl acetate). 1H NMR (d6-DMSO, 300 MHz): δ 8.82 (1H, s... Reaction SMILES: [NH2:1][C:2]1[CH:3]=[C:4]([CH:8]=[CH:9][CH:10]=1)[C:5]([OH:7])=[O:6].[CH:11]([C:14]1[CH:19]=[CH:18][C:17]([N:20]=[C:21]=[O:22])=[CH:16][CH:15]=1)([CH3:13])[CH3:12].O>CN(C)C=O>[CH:11]([C:14]1[CH:19]=[CH:18][C:17]([NH:20][C:21](=[O:22])[NH:1][C:2]2[CH:3]=[C:4]([CH:8]=[CH:9][CH:10]=2)[C:5]([OH:7])=[O:6])=[CH:16][CH:15]=1)([CH3:13])[CH3:12]. Run at time 20 hour. Reactants: NC=1C=C(C(=O)O)C=CC1 (3-aminobenzoic acid), C(C)(C)C1=CC=C(C=C1)N=C=O (4-isopropylphenyl isocyanate), O (water). Solvent: CN(C=O)C (dimethylformamide). Isolated yield 85.3%. Yields the product C(C)(C)C1=CC=C(C=C1)NC(NC=1C=C(C(=O)O)C=CC1)=O (3-[3-(4-ISOPROPYL-PHENYL)-UREIDO]-BENZOIC ACID). Reactants: CS(C)=O, CCN(C(C)C)C(C)C, CC(C)N1CCC(c2nc3cc(-c4ccc(Cl)cc4Cl)nc(Cl)n3n2)CC1, Cl, Cl, NCCNc1ccc(C(=O)C(F)(F)F)c(N)n1. The product is CC(C)N1CCC(c2nc3cc(-c4ccc(Cl)cc4Cl)nc(NCCNc4ccc(C(=O)C(F)(F)F)c(N)n4)n3n2)CC1. RXN SMILES: [CH3:56][S:57]([CH3:58])=[O:59].[CH:47]([N:48]([CH2:49][CH3:50])[CH:51]([CH3:52])[CH3:53])([CH3:54])[CH3:55].[Cl:2][c:3]1[n:4][c:5](-[c:21]2[c:22]([Cl:28])[cH:23][c:24]([Cl:27])[cH:25][cH:26]2)[cH:6][c:7]2[n:8]1[n:9][c:10]([CH:12]1[CH2:13][CH2:14][N:15]([CH:18]([CH3:19])[CH3:20])[CH2:16][CH2:17]1)[n:11]2.[ClH:1].[ClH:29].[NH2:30][c:31]1[n:32][c:33]([NH:43][CH2:44][CH2:45][NH2:46])[cH:34][cH:35][c:36]1[C:37]([C:38]([F:39])([F:40])[F:41])=[O:42]>>[c:3]1([NH:46][CH2:45][CH2:44][NH:43][c:33]2[n:32][c:31]([NH2:30])[c:36]([C:37]([C:38]([F:39])([F:40])[F:41])=[O:42])[cH:35][cH:34]2)[n:4][c:5](-[c:21]2[c:22]([Cl:28])[cH:23][c:24]([Cl:27])[cH:25][cH:26]2)[cH:6][c:7]2[n:8]1[n:9][c:10]([CH:12]1[CH2:13][CH2:14][N:15]([CH:18]([CH3:19])[CH3:20])[CH2:16][CH2:17]1)[n:11]2.